From a dataset of the Open Reaction Database (ORD), a public repository of structured organic reaction records. describe an organic reaction: reactants, conditions, products, and yield Starting materials: O=C([O-])[O-], CCc1nc2ccccc2[nH]1, Cn1c(C(O)C2CCN(C(=O)OC(C)(C)C)CC2)nc2c(N3CCOCC3)nc(Cl)nc21, [Cs+], [Cs+], CN(C)C=O, O=C(C=Cc1ccccc1)C=Cc1ccccc1, O=C(C=Cc1ccccc1)C=Cc1ccccc1, O=C(C=Cc1ccccc1)C=Cc1ccccc1, [Pd], [Pd]. Product: CCc1nc2ccccc2n1-c1nc(N2CCOCC2)c2nc(C(O)C3CCN(C(=O)OC(C)(C)C)CC3)n(C)c2n1. Reaction SMILES: [C:44](=[O:45])([O-:46])[O-:47].[CH2:33]([CH3:34])[c:35]1[nH:36][c:37]2[c:38]([n:39]1)[cH:40][cH:41][cH:42][cH:43]2.[Cl:1][c:2]1[n:3][c:4]([N:27]2[CH2:28][CH2:29][O:30][CH2:31][CH2:32]2)[c:5]2[n:6][c:7]([CH:12]([CH:13]3[CH2:14][CH2:15][N:16]([C:19](=[O:20])[O:21][C:22]([CH3:23])([CH3:24])[CH3:25])[CH2:17][CH2:18]3)[OH:26])[n:8]([CH3:11])[c:9]2[n:10]1.[Cs+:48].[Cs+:49].[O:50]=[CH:51][N:52]([CH3:53])[CH3:54].[O:57]=[C:58]([CH:59]=[CH:60][c:61]1[cH:62][cH:63][cH:64][cH:65][cH:66]1)[CH:67]=[CH:68][c:69]1[cH:70][cH:71][cH:72][cH:73][cH:74]1.[O:75]=[C:76]([CH:77]=[CH:78][c:79]1[cH:80][cH:81][cH:82][cH:83][cH:84]1)[CH:85]=[CH:86][c:87]1[cH:88][cH:89][cH:90][cH:91][cH:92]1.[O:93]=[C:94]([CH:95]=[CH:96][c:97]1[cH:98][cH:99][cH:100][cH:101][cH:102]1)[CH:103]=[CH:104][c:105]1[cH:106][cH:107][cH:108][cH:109][cH:110]1.[Pd:55].[Pd:56]>>[c:2]1(-[n:36]2[c:35]([CH2:33][CH3:34])[n:39][c:38]3[c:37]2[cH:43][cH:42][cH:41][cH:40]3)[n:3][c:4]([N:27]2[CH2:28][CH2:29][O:30][CH2:31][CH2:32]2)[c:5]2[n:6][c:7]([CH:12]([CH:13]3[CH2:14][CH2:15][N:16]([C:19](=[O:20])[O:21][C:22]([CH3:23])([CH3:24])[CH3:25])[CH2:17][CH2:18]3)[OH:26])[n:8]([CH3:11])[c:9]2[n:10]1. Starting materials: C(C)(C)(C)O[C@H](C(=O)OCC)C1=C(C2=C(N=C(S2)C2=CC(=NC=C2)C2=CC3=C(N(C(N3C)=O)C)C=C2)C=C1C)C1=CC=C(C=C1)Cl ((S)-ethyl 2-tert-butoxy-2-(7-(4-chlorophenyl)-2-(2-(1,3-dimethyl-2-oxo-2,3-dihydro-1H-benzo[d]imidazol-5-yl)pyridin-4-yl)-5-methylbenzo[d]thiazol-6-yl)acetate), [OH-].[Na+] (NaOH). Solvent: C1CCOC1 (THF), CO (methanol). Conditions: temperature 50 celsius, time 2 hour. Yields the product C(C)(C)(C)O[C@H](C(=O)O)C1=C(C2=C(N=C(S2)C2=CC(=NC=C2)C2=CC3=C(N(C(N3C)=O)C)C=C2)C=C1C)C1=CC=C(C=C1)Cl ((S)-2-tert-butoxy-2-(7-(4-chlorophenyl)-2-(2-(1,3-dimethyl-2-oxo-2,3-dihydro-1H-benzo[d]imidazol-5-yl)pyridin-4-yl)-5-methylbenzo[d]thiazol-6-yl)acetic acid). RXN SMILES: [C:1]([O:5][C@@H:6]([C:12]1[C:38]([CH3:39])=[CH:37][C:15]2[N:16]=[C:17]([C:19]3[CH:24]=[CH:23][N:22]=[C:21]([C:25]4[CH:36]=[CH:35][C:28]5[N:29]([CH3:34])[C:30](=[O:33])[N:31]([CH3:32])[C:27]=5[CH:26]=4)[CH:20]=3)[S:18][C:14]=2[C:13]=1[C:40]1[CH:45]=[CH:44][C:43]([Cl:46])=[CH:42][CH:41]=1)[C:7]([O:9]CC)=[O:8])([CH3:4])([CH3:3])[CH3:2].[OH-].[Na+]>C1COCC1.CO>[C:1]([O:5][C@@H:6]([C:12]1[C:38]([CH3:39])=[CH:37][C:15]2[N:16]=[C:17]([C:19]3[CH:24]=[CH:23][N:22]=[C:21]([C:25]4[CH:36]=[CH:35][C:28]5[N:29]([CH3:34])[C:30](=[O:33])[N:31]([CH3:32])[C:27]=5[CH:26]=4)[CH:20]=3)[S:18][C:14]=2[C:13]=1[C:40]1[CH:41]=[CH:42][C:43]([Cl:46])=[CH:44][CH:45]=1)[C:7]([OH:9])=[O:8])([CH3:4])([CH3:2])[CH3:3] |f:1.2|. Reported procedure: To a stirred solution of (S)-ethyl 2-tert-butoxy-2-(7-(4-chlorophenyl)-2-(2-(1,3-dimethyl-2-oxo-2,3-dihydro-1H-benzo[d]imidazol-5-yl)pyridin-4-yl)-5-methylbenzo[d]thiazol-6-yl)acetate (7.0 mg, 0.011 mmol) in THF (0.5 mL) and methanol (0.5 mL) was added 1N NaOH solution (0.5 mL, excess). The reaction mixture was stirred at 50° C. for 2 h and then purified by reverse phase HPLC, eluting by 0-100% acetonitrile in H2O with 0.1% TFA to give the desired product. LCMS-ESI+ (m/z): [M+H]+ calcd for C34H3... Product: C1(=CC=CC=C1)C=1C(=CC=CC1)C=1C(=CC=CC1)C1=CC=CC=C1 (quaterphenyl). RXN SMILES: Br[C:2]1[CH:7]=[CH:6][C:5](OC)=[CH:4][CH:3]=1.Br[C:11]1[CH:16]=[CH:15][C:14]([C:17]2[CH:22]=[CH:21][CH:20]=[CH:19][CH:18]=2)=[CH:13][CH:12]=1>C1(C)C(C)=CC=CC=1>[C:2]1([C:15]2[C:14]([C:17]3[C:22]([C:2]4[CH:7]=[CH:6][CH:5]=[CH:4][CH:3]=4)=[CH:21][CH:20]=[CH:19][CH:18]=3)=[CH:13][CH:12]=[CH:11][CH:16]=2)[CH:7]=[CH:6][CH:5]=[CH:4][CH:3]=1. The reactants are BrC1=CC=C(C=C1)OC (4-bromoanisole), BrC1=CC=C(C=C1)C1=CC=CC=C1 (4-bromobiphenyl). Procedure details: The reaction is carried out as in Example 9 except that the 18.7 parts of 4-bromoanisole are replaced by 23.3 parts of 4-bromobiphenyl, and 110 parts of xylene are added as a solvent. After the reflux period, the reaction mixture is not steam distilled, but is cooled, and the solids present are collected by filtration, and washed on the filter with water and with 200 parts of toluene. The filter cake is dried, transferred to a Soxhlet extractor and continuously extracted for 96 hours with 100 pa... Solvent: C=1(C(=CC=CC1)C)C (xylene). Starting materials: Cn1nccc1-c1nc2ccccc2[nH]1, Cn1c(CN2CCC(C(C)(C)O)CC2)nc2c(N3CCOCC3)nc(Cl)nc21. Product: Cn1nccc1-c1nc2ccccc2n1-c1nc(N2CCOCC2)c2nc(CN3CCC(C(C)(C)O)CC3)n(C)c2n1. Reaction SMILES: [CH3:1][n:2]1[n:3][cH:4][cH:5][c:6]1-[c:7]1[n:8][c:9]2[c:10]([nH:11]1)[cH:12][cH:13][cH:14][cH:15]2.[Cl:16][c:17]1[n:18][c:19]([N:38]2[CH2:39][CH2:40][O:41][CH2:42][CH2:43]2)[c:20]2[n:21][c:22]([CH2:27][N:28]3[CH2:29][CH2:30][CH:31]([C:34]([CH3:35])([CH3:36])[OH:37])[CH2:32][CH2:33]3)[n:23]([CH3:26])[c:24]2[n:25]1>>[CH3:1][n:2]1[n:3][cH:4][cH:5][c:6]1-[c:7]1[n:8][c:9]2[c:10]([n:11]1-[c:17]1[n:18][c:19]([N:38]3[CH2:39][CH2:40][O:41][CH2:42][CH2:43]3)[c:20]3[n:21][c:22]([CH2:27][N:28]4[CH2:29][CH2:30][CH:31]([C:34]([CH3:35])([CH3:36])[OH:37])[CH2:32][CH2:33]4)[n:23]([CH3:26])[c:24]3[n:25]1)[cH:12][cH:13][cH:14][cH:15]2. Reactants: BrC1=C(C=C(C=C1)N1C(C2=C(C1=O)CCCC2)=O)OC2C(CCC2)=O (N-[4-bromo-3-(cyclopentanon-2-yloxy)phenyl]-3,4,5,6-tetrahydrophthalimide), C1=CC=CC=C1 (benzene), C(CO)O (ethyleneglycol), C1(=CC=C(C=C1)S(=O)(=O)O)C (p-toluenesulfonic acid). The solvent is C(C)(=O)OCC (ethyl acetate). Run at time 8 hour. The product is BrC1=C(C=C(C=C1)N1C(C2=C(C1=O)CCCC2)=O)OC2C1(CCC2)OCCO1 (N[4-bromo-3-(2,2-ethylenedioxycyclopentyloxy)phenyl]-3,4,5,6-tetrahydrophthalimide). As a reaction SMILES: [Br:1][C:2]1[CH:7]=[CH:6][C:5]([N:8]2[C:12](=[O:13])[C:11]3[CH2:14][CH2:15][CH2:16][CH2:17][C:10]=3[C:9]2=[O:18])=[CH:4][C:3]=1[O:19][CH:20]1[CH2:24][CH2:23][CH2:22][C:21]1=[O:25].[CH2:26](O)[CH2:27][OH:28].C1(C)C=CC(S(O)(=O)=O)=CC=1.C1C=CC=CC=1>C(OCC)(=O)C>[Br:1][C:2]1[CH:7]=[CH:6][C:5]([N:8]2[C:12](=[O:13])[C:11]3[CH2:14][CH2:15][CH2:16][CH2:17][C:10]=3[C:9]2=[O:18])=[CH:4][C:3]=1[O:19][CH:20]1[CH2:24][CH2:23][CH2:22][C:21]21[O:28][CH2:27][CH2:26][O:25]2. Reported procedure: A mixture of 2.2 g. of N-[4-bromo-3-(cyclopentanon-2-yloxy)phenyl]-3,4,5,6-tetrahydrophthalimide, 0.68 g. of ethyleneglycol, 0.2 g. of p-toluenesulfonic acid and 30 ml. of benzene was refluxed with stirring under removing water for 8 hours and the reaction mixture was cooled to room temperature and then, 20 ml. of ethyl acetate was added to the reaction mixture to extract the product. The extract was washed with water and dehydrated over sodium sulfate and the solvent was distilled off and the p... The reactants are CC(c1ccccc1N1CCCCC1)C(C(N)=O)c1ccc(C(=O)OCc2ccccc2)cc1, CCO, [H][H]. The product is CC(c1ccccc1N1CCCCC1)C(C(N)=O)c1ccc(C(=O)O)cc1. Reaction SMILES: [CH2:1]([c:2]1[cH:3][cH:4][cH:5][cH:6][cH:7]1)[O:8][C:9]([c:10]1[cH:11][cH:12][c:13]([CH:16]([C:17](=[O:18])[NH2:19])[CH:20]([CH3:21])[c:22]2[c:23]([N:28]3[CH2:29][CH2:30][CH2:31][CH2:32][CH2:33]3)[cH:24][cH:25][cH:26][cH:27]2)[cH:14][cH:15]1)=[O:34].[CH3:37][CH2:38][OH:39].[H:35][H:36]>>[O:8]=[C:9]([c:10]1[cH:11][cH:12][c:13]([CH:16]([C:17](=[O:18])[NH2:19])[CH:20]([CH3:21])[c:22]2[c:23]([N:28]3[CH2:29][CH2:30][CH2:31][CH2:32][CH2:33]3)[cH:24][cH:25][cH:26][cH:27]2)[cH:14][cH:15]1)[OH:34].